From a dataset of the Open Reaction Database (ORD), a public repository of structured organic reaction records. describe an organic reaction: reactants, conditions, products, and yield Starting materials: BrC1=CC=C(C(=O)NN)C=C1 (4-bromobenzoic acid hydrazide), C(C)OC(CC)(OCC)OCC (triethylorthopropionate). The product is BrC1=CC=C(C=C1)C=1OC(=NN1)CC (2-(4-bromphenyl)-5-ethyl-1,3,4-oxadiazole). As a reaction SMILES: [Br:1][C:2]1[CH:11]=[CH:10][C:5]([C:6]([NH:8][NH2:9])=[O:7])=[CH:4][CH:3]=1.C(O[C:15](OCC)(OCC)[CH2:16][CH3:17])C>>[Br:1][C:2]1[CH:11]=[CH:10][C:5]([C:6]2[O:7][C:15]([CH2:16][CH3:17])=[N:9][N:8]=2)=[CH:4][CH:3]=1. Reported procedure: A mixture of 4-bromobenzoic acid hydrazide (3.23 g) and triethylorthopropionate (25 ml) was heated at reflux for 7 hours. The mixture was evaporated to give a solid which was recrystallised from ethyl acetate to give 2-(4-bromphenyl)-5-ethyl-1,3,4-oxadiazole (3.65 g), as a solid, m.p. 101°-102° C.; microanalysis found: C, 47.3; H, 3.6; N, 10.9%; C10H9BrN2O requires: C, 47.5; H, 3.58; N, 11.1%; NMR(CDCl3): 1.44(3H,t), 2.96(2H,q), 7.65(2H,d) and 7.90(2h,D); m/z 253(M+H). Reactants: CCO, CC1CNCCN1, Cc1ccc(Cl)nc1. Yields the product Cc1ccc(N2CCNC(C)C2)nc1. Reaction SMILES: [CH3:16][CH2:17][OH:18].[CH3:9][CH:10]1[NH:11][CH2:12][CH2:13][NH:14][CH2:15]1.[Cl:1][c:2]1[n:3][cH:4][c:5]([CH3:8])[cH:6][cH:7]1>>[c:2]1([N:14]2[CH2:13][CH2:12][NH:11][CH:10]([CH3:9])[CH2:15]2)[n:3][cH:4][c:5]([CH3:8])[cH:6][cH:7]1. Starting materials: BrC=1C2=C(C(=NC1)NC1=NC=NC(=C1)C)SC(=N2)C2=C(C=CC=C2F)Cl (7-bromo-2-(2-chloro-6-fluoro-phenyl)-N-(6-methylpyrimidin-4-yl)thiazolo[5,4-c]pyridin-4-amine), CN(C)CCN(C)C (TMEDA). The reagents and catalysts are [C-]#N.[C-]#N.[Zn+2] (Zn(CN)2), C=1C=CC(=CC1)/C=C/C(=O)/C=C/C2=CC=CC=C2.C=1C=CC(=CC1)/C=C/C(=O)/C=C/C2=CC=CC=C2.C=1C=CC(=CC1)/C=C/C(=O)/C=C/C2=CC=CC=C2.[Pd].[Pd] (Pd2(dba)3), C1=CC=C(C=C1)P([C-]2C=CC=C2)C3=CC=CC=C3.C1=CC=C(C=C1)P([C-]2C=CC=C2)C3=CC=CC=C3.[Fe+2] (dppf). The solvent is CN(C)C=O (DMF). Run at temperature 140 celsius. Yields the product ClC1=C(C(=CC=C1)F)C=1SC=2C(=NC=C(C2N1)C#N)NC1=NC=NC(=C1)C (2-(2-chloro-6-fluorophenyl)-4-(6-methylpyrimidin-4-ylamino)thiazolo[5,4-c]pyridine-7-carbonitrile). Yield: 47.9%. As a reaction SMILES: Br[C:2]1[C:3]2[N:18]=[C:17]([C:19]3[C:24]([F:25])=[CH:23][CH:22]=[CH:21][C:20]=3[Cl:26])[S:16][C:4]=2[C:5]([NH:8][C:9]2[CH:14]=[C:13]([CH3:15])[N:12]=[CH:11][N:10]=2)=[N:6][CH:7]=1.[CH3:27][N:28](CCN(C)C)C>[C-]#N.[C-]#N.[Zn+2].C1C=CC(/C=C/C(/C=C/C2C=CC=CC=2)=O)=CC=1.C1C=CC(/C=C/C(/C=C/C2C=CC=CC=2)=O)=CC=1.C1C=CC(/C=C/C(/C=C/C2C=CC=CC=2)=O)=CC=1.[Pd].[Pd].C1C=CC(P(C2C=CC=CC=2)[C-]2C=CC=C2)=CC=1.C1C=CC(P(C2C=CC=CC=2)[C-]2C=CC=C2)=CC=1.[Fe+2].CN(C=O)C>[Cl:26][C:20]1[CH:21]=[CH:22][CH:23]=[C:24]([F:25])[C:19]=1[C:17]1[S:16][C:4]2[C:5]([NH:8][C:9]3[CH:14]=[C:13]([CH3:15])[N:12]=[CH:11][N:10]=3)=[N:6][CH:7]=[C:2]([C:27]#[N:28])[C:3]=2[N:18]=1 |f:2.3.4,5.6.7.8.9,10.11.12|. Procedure: A mixture of 7-bromo-2-(2-chloro-6-fluoro-phenyl)-N-(6-methylpyrimidin-4-yl)thiazolo[5,4-c]pyridin-4-amine (0.15 mmol, 69 mg), Zn(CN)2 (0.30 mmol, 36 mg), Pd2(dba)3 (0.015 mmol, 13.8 mg), and dppf (0.030 mmol, 16.5 mg) in a 10 mL microwave vial was purged with nitrogen for 5 min. DMF (3 mL) and TMEDA (0.03 mmol; 3.6 mg) were added. The vial was sealed and heated at 140° C. in a microwave reactor for 20 min. The reaction mixture was filtered through celite, washed with EtOAc. Filtrate was concent... The reactants are [OH-].[K+] (potassium hydroxide), OC1=CC=C(C=C1)C(C1=C(C(=O)O)C=CC=C1)C1=CC=C(C=C1)O (2-(bis-(4-hydroxyphenyl)-methyl)-benzoic acid). Run in C(C)O (ethanol). Conditions: time 2 hour. The product is OC1=CC=C(C=C1)C(C1=C(C(=O)[O-])C=CC=C1)C1=CC=C(C=C1)O.[K+] (Potassium 2-[bis-(4-hydroxyphenyl)-methyl]-benzoate salt). Yield: 100.4%. RXN SMILES: [OH-].[K+:2].[OH:3][C:4]1[CH:9]=[CH:8][C:7]([CH:10]([C:20]2[CH:25]=[CH:24][C:23]([OH:26])=[CH:22][CH:21]=2)[C:11]2[CH:19]=[CH:18][CH:17]=[CH:16][C:12]=2[C:13]([OH:15])=[O:14])=[CH:6][CH:5]=1>C(O)C>[OH:3][C:4]1[CH:9]=[CH:8][C:7]([CH:10]([C:20]2[CH:21]=[CH:22][C:23]([OH:26])=[CH:24][CH:25]=2)[C:11]2[CH:19]=[CH:18][CH:17]=[CH:16][C:12]=2[C:13]([O-:15])=[O:14])=[CH:6][CH:5]=1.[K+:2] |f:0.1,4.5|. Reported procedure: Aqueous potassium hydroxide (1 mL of 0.1 N, 0.1 mmol) was added to a solution of 2-(bis-(4-hydroxyphenyl)-methyl)-benzoic acid [32 mg, 0.1 mmol, Adamczyk, M. and Grote, J. Organic Preparations and Procedures International, 2001, 33(1), 95] in 5 mL of ethanol and the mixture was stirred for additional 2 h at room temperature. The mixture was evaporated to dryness under reduced pressure to give 36 mg (100% yield) of the desired compound as a white solid, mp>300° C. 1H NMR (D2O, 300 MHz): δ 6.41 [s... Reactants: O=C(O)c1ccc(Cl)cc1F, CCOC(=O)C(Cc1ccc(OC)c(CN)c1)OC(C)C. Yields the product CCOC(=O)C(Cc1ccc(OC)c(CNC(=O)c2ccc(Cl)cc2F)c1)OC(C)C. RXN SMILES: [Cl:22][c:23]1[cH:24][c:25]([F:32])[c:26]([C:27](=[O:28])[OH:29])[cH:30][cH:31]1.[NH2:1][CH2:2][c:3]1[cH:4][c:5]([CH2:11][CH:12]([C:13](=[O:14])[O:15][CH2:16][CH3:17])[O:18][CH:19]([CH3:20])[CH3:21])[cH:6][cH:7][c:8]1[O:9][CH3:10]>>[NH:1]([CH2:2][c:3]1[cH:4][c:5]([CH2:11][CH:12]([C:13](=[O:14])[O:15][CH2:16][CH3:17])[O:18][CH:19]([CH3:20])[CH3:21])[cH:6][cH:7][c:8]1[O:9][CH3:10])[C:27]([c:26]1[c:25]([F:32])[cH:24][c:23]([Cl:22])[cH:31][cH:30]1)=[O:28]. Reactants: ClCCl, C=C(CC)C(O)C(=O)OCC. Product: C=C(CC)C(=O)C(=O)OCC. Reaction SMILES: [CH2:12]([Cl:13])[Cl:14].[CH2:1]([CH3:2])[C:3]([CH:4]([C:5](=[O:6])[O:7][CH2:8][CH3:9])[OH:10])=[CH2:11]>>[CH2:1]([CH3:2])[C:3]([C:4]([C:5](=[O:6])[O:7][CH2:8][CH3:9])=[O:10])=[CH2:11]. Reactants: C(CC#N)#N (malononitrile), C1(=CC=CC=C1)NN (phenylhydrazine), C1(=CC=CC=C1)NN=C(C#N)C#N (2-(phenylhydrazono)malononitrile), NC1=CC=CC=C1 (aniline). Yields the product C1(=CC=CC=C1)N1N=C(C(=C1N)N=NC1=CC=CC=C1)N (1-phenyl-4-phenylazo-1H-pyrazole-3,5-diamine), compound. Isolated yield 23.0%. RXN SMILES: [C:1]1([NH:7][N:8]=[C:9]([C:12]#[N:13])[C:10]#[N:11])[CH:6]=[CH:5][CH:4]=[CH:3][CH:2]=1.NC1C=CC=CC=1.C(#N)CC#N.[C:26]1([NH:32][NH2:33])[CH:31]=[CH:30][CH:29]=[CH:28][CH:27]=1>>[C:26]1([N:32]2[C:10]([NH2:11])=[C:9]([N:8]=[N:7][C:1]3[CH:6]=[CH:5][CH:4]=[CH:3][CH:2]=3)[C:12]([NH2:13])=[N:33]2)[CH:31]=[CH:30][CH:29]=[CH:28][CH:27]=1. Procedure details: 1-phenyl-4-phenylazo-1H-pyrazole-3,5-diamine was prepared using 200 mg (1.2 mmol) of 2-(phenylhydrazono)malononitrile, which was derived from aniline (10 mL, 107 mmol) and malononitrile (161 mmol), and phenylhydrazine (767 mg, 7.1 mmol). Solids had not formed after heating the reaction at 75° C. for 3 hrs, however, analysis of the reaction solution by TLC indicated that no starting material remained. The solution was allowed to cool to ambient temperature and the solvent was evaporated. The resi... The reactants are C(C)(C)N(C(C)C)CC (N,N-diisopropylethylamine), ClC1=NC=CC(=N1)Cl (2,4-dichloropyrimidine), NC=1C=CC=2N(C3=CC=CC=C3C2C1)CC (3-amino-9-ethylcarbazole). Run in C(C)(C)O (iso-propanol). Yields the product ClC1=NC=CC(=N1)NC=1C=CC=2N(C3=CC=CC=C3C2C1)CC ((2-Chloro-pyrimidin-4-yl)-(9-ethyl-9H-carbazol-3-yl)-amine). Reaction SMILES: [Cl:1][C:2]1[N:7]=[C:6](Cl)[CH:5]=[CH:4][N:3]=1.[NH2:9][C:10]1[CH:11]=[CH:12][C:13]2[N:14]([CH2:23][CH3:24])[C:15]3[C:20]([C:21]=2[CH:22]=1)=[CH:19][CH:18]=[CH:17][CH:16]=3.C(N(CC)C(C)C)(C)C>C(O)(C)C>[Cl:1][C:2]1[N:7]=[C:6]([NH:9][C:10]2[CH:11]=[CH:12][C:13]3[N:14]([CH2:23][CH3:24])[C:15]4[C:20]([C:21]=3[CH:22]=2)=[CH:19][CH:18]=[CH:17][CH:16]=4)[CH:5]=[CH:4][N:3]=1. Procedure: Briefly, 2,4-dichloropyrimidine (1) was reacted with 3-amino-9-ethylcarbazole (2) by heating in iso-propanol in the presence of N,N-diisopropylethylamine. Separation of the regioisomers provided the pure 4-substituted pyrimidine derivative (3), which was reacted with 4-(3-Aminopropyl)morpholine (4) in sec-butanol under microwave heating in the presence of N,N-diisopropylethylamine to provide EHop-016 (5). RXN SMILES: [N:1]1[C:10]2[C:5](=[CH:6][C:7]([O:11][C:12](=[O:14])[CH3:13])=[CH:8][CH:9]=2)[CH:4]=[CH:3][CH:2]=1.N1C=CC=CC=1.[Br:21]Br>C(Cl)(Cl)(Cl)Cl>[Br:21][C:3]1[CH:2]=[N:1][C:10]2[C:5]([CH:4]=1)=[CH:6][C:7]([O:11][C:12](=[O:14])[CH3:13])=[CH:8][CH:9]=2. Procedure: To a mixture of acetic acid quinolin-6-yl ester (120 g, 0.642 mol) and pyridine (114 mL, 1.41 mol) in 6 L of CCl4 was added Br2 (66 mL, 1.28 mol) dropwise. The mixture was heated to reflux for 2 hours before being cooled to room temperature. The liquid in the flask was decanted and washed with saturated aqueous NaHCO3 and water. The dark solid on the bottom of the flask was partitioned between aqueous NaHCO3 and dichloromethane. The combined organic layers were washed with water again and dried ... Run in C(Cl)(Cl)(Cl)Cl (CCl4). The product is BrC=1C=NC2=CC=C(C=C2C1)OC(C)=O (acetic acid 3-bromo-quinolin-6-yl ester). The yield is 63.2%. The reactants are N1=CC=CC2=CC(=CC=C12)OC(C)=O (acetic acid quinolin-6-yl ester), N1=CC=CC=C1 (pyridine), BrBr (Br2). Reactants: C[Si](C=1C=C(C(=O)NC2=CC=C(C=CC(=O)OCC)C=C2)C=C(C1)[Si](C)(C)C)(C)C (Ethyl 4-[[3,5-bis(trimethylsilyl)benzoyl]amino]cinnamate), [H][H] (hydrogen). Solvent: CO (methanol), C(C)(=O)OCC (ethyl acetate). Product: C[Si](C=1C=C(C(=O)NC2=CC=C(C=C2)CCC(=O)OCC)C=C(C1)[Si](C)(C)C)(C)C (Ethyl 3-[4-[[3,5-bis(trimethylsilyl)benzoyl]amino]phenyl]propanoate). Isolated yield 99.5%. Reaction SMILES: [CH3:1][Si:2]([CH3:30])([CH3:29])[C:3]1[CH:4]=[C:5]([CH:22]=[C:23]([Si:25]([CH3:28])([CH3:27])[CH3:26])[CH:24]=1)[C:6]([NH:8][C:9]1[CH:21]=[CH:20][C:12]([CH:13]=[CH:14][C:15]([O:17][CH2:18][CH3:19])=[O:16])=[CH:11][CH:10]=1)=[O:7].[H][H]>CO.C(OCC)(=O)C>[CH3:28][Si:25]([CH3:26])([CH3:27])[C:23]1[CH:22]=[C:5]([CH:4]=[C:3]([Si:2]([CH3:1])([CH3:30])[CH3:29])[CH:24]=1)[C:6]([NH:8][C:9]1[CH:10]=[CH:11][C:12]([CH2:13][CH2:14][C:15]([O:17][CH2:18][CH3:19])=[O:16])=[CH:20][CH:21]=1)=[O:7]. Procedure details: Compound 17a (150 mg) was dissolved in methanol (35 ml) and ethyl acetate (35 ml). The obtained mixture was stirred for 30 minutes in a hydrogen atmosphere. After the reaction was over, the obtained reaction mixture was filtered through Cerite, and then washed with methanol. The solvent was distilled off from the filtrate, and the obtained residue was dried. Thus, Compound 20a (150 mg, quant.) was obtained as a white solid.